From a dataset of the Open Reaction Database (ORD), a public repository of structured organic reaction records. describe an organic reaction: reactants, conditions, products, and yield Starting materials: CC1=CC=C(C=NC2=CC=C(C=C2)S(N)(=O)=O)C=C1 (N-(4-methylbenzylidene)-4-sulfamoylaniline), C[Si](C)(C)C#N (trimethylsilyl cyanide). Product: CC1=CC=C(C=C1)C(C#N)NC1=CC=C(C=C1)S(N)(=O)=O (α-(4-Methylphenyl)-α-(4-sulfamoylanilino)acetonitrile), powder. Yield: 94.0%. As a reaction SMILES: [CH3:1][C:2]1[CH:19]=[CH:18][C:5]([CH:6]=[N:7][C:8]2[CH:13]=[CH:12][C:11]([S:14](=[O:17])(=[O:16])[NH2:15])=[CH:10][CH:9]=2)=[CH:4][CH:3]=1.C[Si]([C:24]#[N:25])(C)C>>[CH3:1][C:2]1[CH:3]=[CH:4][C:5]([CH:6]([NH:7][C:8]2[CH:13]=[CH:12][C:11]([S:14](=[O:16])(=[O:17])[NH2:15])=[CH:10][CH:9]=2)[C:24]#[N:25])=[CH:18][CH:19]=1. Reported procedure: Following a procedure similar to that described in Example 1(ii), but using N-(4-methylbenzylidene)-4-sulfamoylaniline [prepared as described in step (i) above] and trimethylsilyl cyanide as starting materials, the title compound was obtained as a white powder (yield 94%). Starting materials: CC(C)(C)n1ncc2[nH]ncc2c1=O, O=C([O-])[O-], O=C(c1ccc(CBr)cc1)c1ccc(Cl)cc1Cl, [K+], [K+], CN(C)C=O. The product is CC(C)(C)n1ncc2nn(Cc3ccc(C(=O)c4ccc(Cl)cc4Cl)cc3)cc2c1=O. Reaction SMILES: [C:1]([CH3:2])([CH3:3])([CH3:4])[n:5]1[n:6][cH:7][c:8]2[c:9]([c:10]1=[O:11])[cH:12][n:13][nH:14]2.[C:33](=[O:34])([O-:35])[O-:36].[Cl:15][c:16]1[c:17]([C:18](=[O:19])[c:20]2[cH:21][cH:22][c:23]([CH2:24][Br:25])[cH:26][cH:27]2)[cH:28][cH:29][c:30]([Cl:32])[cH:31]1.[K+:37].[K+:38].[O:39]=[CH:40][N:41]([CH3:42])[CH3:43]>>[C:1]([CH3:2])([CH3:3])([CH3:4])[n:5]1[n:6][cH:7][c:8]2[c:9]([c:10]1=[O:11])[cH:12][n:13]([CH2:24][c:23]1[cH:22][cH:21][c:20]([C:18]([c:17]3[c:16]([Cl:15])[cH:31][c:30]([Cl:32])[cH:29][cH:28]3)=[O:19])[cH:27][cH:26]1)[n:14]2. The reactants are C1CCOC1, CN1CCN(c2ccc([N+](=O)[O-])c3cccnc23)CC1, CCO, CCO, NN, O. Product: CN1CCN(c2ccc(N)c3cccnc23)CC1. As a reaction SMILES: [CH2:24]1[O:25][CH2:26][CH2:27][CH2:28]1.[CH3:1][N:2]1[CH2:3][CH2:4][N:5]([c:8]2[cH:9][cH:10][c:11]([N+:18]([O-:19])=[O:20])[c:12]3[cH:13][cH:14][cH:15][n:16][c:17]23)[CH2:6][CH2:7]1.[CH3:29][CH2:30][OH:31].[CH3:32][CH2:33][OH:34].[NH2:22][NH2:23].[OH2:21]>>[CH3:1][N:2]1[CH2:3][CH2:4][N:5]([c:8]2[cH:9][cH:10][c:11]([NH2:18])[c:12]3[cH:13][cH:14][cH:15][n:16][c:17]23)[CH2:6][CH2:7]1.